This data is from the Open Reaction Database (ORD), a public repository of structured organic reaction records. The task is: describe an organic reaction: reactants, conditions, products, and yield The reactants are CC(=O)Cl, ClCCl, Fc1cc2nc(COc3ccccc3)n(Cc3ccc(OC(F)(F)F)cc3)c2cc1N1CCNCC1. Product: CC(=O)N1CCN(c2cc3c(cc2F)nc(COc2ccccc2)n3Cc2ccc(OC(F)(F)F)cc2)CC1. As a reaction SMILES: [C:37]([CH3:38])(=[O:39])[Cl:40].[Cl:41][CH2:42][Cl:43].[F:1][c:2]1[cH:3][c:4]2[c:5]([n:6]([CH2:17][c:18]3[cH:19][cH:20][c:21]([O:24][C:25]([F:26])([F:27])[F:28])[cH:22][cH:23]3)[c:7]([CH2:9][O:10][c:11]3[cH:12][cH:13][cH:14][cH:15][cH:16]3)[n:8]2)[cH:29][c:30]1[N:31]1[CH2:32][CH2:33][NH:34][CH2:35][CH2:36]1>>[F:1][c:2]1[cH:3][c:4]2[c:5]([n:6]([CH2:17][c:18]3[cH:19][cH:20][c:21]([O:24][C:25]([F:26])([F:27])[F:28])[cH:22][cH:23]3)[c:7]([CH2:9][O:10][c:11]3[cH:12][cH:13][cH:14][cH:15][cH:16]3)[n:8]2)[cH:29][c:30]1[N:31]1[CH2:32][CH2:33][N:34]([C:37]([CH3:38])=[O:39])[CH2:35][CH2:36]1. Reactants: Cl.FC1(CNCC1)F (3,3-Difluoropyrrolidine hydrochloride), ClCC(=O)Cl (Chloroacetyl chloride), Cl.Cl.ClC=1C(=C(NC2=NC=NC3=CC(=C(C=C23)OC2CNCCC2)OC)C=CC1)F (4-(3-Chloro-2-fluoroanilino)-7-methoxy-6-(piperidin-3-yloxy)quinazoline dihydrochloride), C(C)(C)N(CC)C(C)C (diisopropylethylamine). Solvent: C(Cl)Cl (methylene chloride), C(Cl)Cl (methylene chloride). Conditions: time 1 hour. Product: ClC=1C(=C(NC2=NC=NC3=CC(=C(C=C23)OC2CN(CCC2)C(CN2CC(CC2)(F)F)=O)OC)C=CC1)F (4-(3-Chloro-2-fluoroanilino)-7-methoxy-6-[1-(3,3-difluoropyrrolidin-1-ylacetyl)piperidin-3-yloxy]quinazoline). Reaction SMILES: Cl[CH2:2][C:3](Cl)=[O:4].Cl.Cl.[Cl:8][C:9]1[C:10]([F:35])=[C:11]([CH:32]=[CH:33][CH:34]=1)[NH:12][C:13]1[C:22]2[C:17](=[CH:18][C:19]([O:30][CH3:31])=[C:20]([O:23][CH:24]3[CH2:29][CH2:28][CH2:27][NH:26][CH2:25]3)[CH:21]=2)[N:16]=[CH:15][N:14]=1.C(N(C(C)C)CC)(C)C.Cl.[F:46][C:47]1([F:52])[CH2:51][CH2:50][NH:49][CH2:48]1>C(Cl)Cl>[Cl:8][C:9]1[C:10]([F:35])=[C:11]([CH:32]=[CH:33][CH:34]=1)[NH:12][C:13]1[C:22]2[C:17](=[CH:18][C:19]([O:30][CH3:31])=[C:20]([O:23][CH:24]3[CH2:29][CH2:28][CH2:27][N:26]([C:3](=[O:4])[CH2:2][N:49]4[CH2:50][CH2:51][C:47]([F:52])([F:46])[CH2:48]4)[CH2:25]3)[CH:21]=2)[N:16]=[CH:15][N:14]=1 |f:1.2.3,5.6|. Procedure: Chloroacetyl chloride (47 μl) was added to a solution of 4-(3-Chloro-2-fluoroanilino)-7-methoxy-6-(piperidin-3-yloxy)quinazoline dihydrochloride (250 mg) and diisopropylethylamine (373 μl) in methylene chloride (10 ml) and the mixture was stirred at room temperature for 1 hour. 3,3-Difluoropyrrolidine hydrochloride (Synthetic Letters, 1995, 1, 55-57; 328 mg) was added, and the solution stirred for 1 hour before being washed with saturated aqueous sodium bicarbonate (10 ml) and purified by flash ... Starting materials: [Si](C)(C)(C(C)(C)C)OC1=CC=C(C=C1)CC(=O)Cl (2-[4-(tert-butyldimethylsilyloxy)phenyl]acetyl chloride), [Si](C)(C)(C(C)(C)C)OC1=CC=C(C=C1)C=1N=C(C(=NC1)N)CCC1=CC=CC=C1 (5-[4-(tert-Butyldimethylsilyloxy)phenyl]-3-phenethylpyrazin-2-amine), O (water). Reagents/catalysts: CN(C1=CC=NC=C1)C (4-(dimethylamino)pyridine). The solvent is N1=CC=CC=C1 (pyridine). Reaction conditions: temperature 50 celsius, time 20 hour. Yields the product [Si](C)(C)(C(C)(C)C)OC1=CC=C(C=C1)CC(=O)NC1=NC=C(N=C1CCC1=CC=CC=C1)C1=CC=C(C=C1)O[Si](C)(C)C(C)(C)C (2-[4-(tert-Butyldimethylsilyloxy)phenyl]-N-[5-{4-(tert-butyldimethylsilyloxy)phenyl}-3-phenethylpyrazin-2-yl]acetamide). Isolated yield 45.8%. Reaction SMILES: [Si:1]([O:8][C:9]1[CH:14]=[CH:13][C:12]([C:15]2[N:16]=[C:17]([CH2:22][CH2:23][C:24]3[CH:29]=[CH:28][CH:27]=[CH:26][CH:25]=3)[C:18]([NH2:21])=[N:19][CH:20]=2)=[CH:11][CH:10]=1)([C:4]([CH3:7])([CH3:6])[CH3:5])([CH3:3])[CH3:2].[Si:30]([O:37][C:38]1[CH:43]=[CH:42][C:41]([CH2:44][C:45](Cl)=[O:46])=[CH:40][CH:39]=1)([C:33]([CH3:36])([CH3:35])[CH3:34])([CH3:32])[CH3:31].O>CN(C)C1C=CN=CC=1.N1C=CC=CC=1>[Si:30]([O:37][C:38]1[CH:39]=[CH:40][C:41]([CH2:44][C:45]([NH:21][C:18]2[C:17]([CH2:22][CH2:23][C:24]3[CH:29]=[CH:28][CH:27]=[CH:26][CH:25]=3)=[N:16][C:15]([C:12]3[CH:11]=[CH:10][C:9]([O:8][Si:1]([C:4]([CH3:7])([CH3:5])[CH3:6])([CH3:2])[CH3:3])=[CH:14][CH:13]=3)=[CH:20][N:19]=2)=[O:46])=[CH:42][CH:43]=1)([C:33]([CH3:36])([CH3:35])[CH3:34])([CH3:32])[CH3:31]. Reported procedure: Under an argon atmosphere, to a mixture of 5-[4-(tert-butyldimethylsilyloxy)phenyl]-3-phenethylpyrazin-2-amine (7r) (403 mg, 994 μmol) and 4-(dimethylamino)pyridine (19.6 mg, 160 μmol) dissolved in anhydrous pyridine (15 mL) was added 2-[4-(tert-butyldimethylsilyloxy)phenyl]acetyl chloride (10) prepared above at 0° C. and the mixture was heated with stirring at 50° C. for 20 hours. After cooling to room temperature, to this was added water and the product was extracted with ethyl acetate (100 mL... Yield: 106.3%. Run at time 38 hour. RXN SMILES: C1COCC1.CC1(C)[O:11][CH:10]([CH2:12][O:13][C:14]2[CH:15]=[CH:16][C:17]3[C:29](=[O:30])[C:28]4[C:27]5[C:22](=[CH:23][C:24]([C:31]#[N:32])=[CH:25][CH:26]=5)[NH:21][C:20]=4[C:19]([CH3:34])([CH3:33])[C:18]=3[CH:35]=2)[CH2:9][O:8]1.C12(CS(O)(=O)=O)C(C)(C)C(CC1)CC2=O>O>[OH:11][C@H:10]([CH2:9][OH:8])[CH2:12][O:13][C:14]1[CH:15]=[CH:16][C:17]2[C:29](=[O:30])[C:28]3[C:27]4[C:22](=[CH:23][C:24]([C:31]#[N:32])=[CH:25][CH:26]=4)[NH:21][C:20]=3[C:19]([CH3:34])([CH3:33])[C:18]=2[CH:35]=1. Product: O[C@@H](COC=1C=CC2=C(C(C=3NC4=CC(=CC=C4C3C2=O)C#N)(C)C)C1)CO (8-((R)-2,3-Dihydroxy-propoxy)-6,6-dimethyl-11-oxo-6,11-dihydro-5H-benzo[b]carbazole-3-carbonitrile). Procedure: To the solution of THF and water (4:1, 1 mL) of 8-(2,2-dimethyl-[1,3]dioxolan-4-ylmethoxy)-6,6-dimethyl-11-oxo-6,11-dihydro-5H-benzo[b]carbazole-3-carbonitrile (Compound A14-1, 30 mg, 0.07 mmol), camphor sulfonic acid (36 mg, 0.14 mmol) was added at room temperature. After stirring at room temperature for 38 hr, the mixture was extracted with ethyl acetate. The organic layer was dried over sodium sulfate. The drying agent was removed by filtration and the residues obtained after concentration un... The solvent is O (water). Starting materials: C1CCOC1 (THF), CC1(OCC(O1)COC=1C=CC2=C(C(C=3NC4=CC(=CC=C4C3C2=O)C#N)(C)C)C1)C (8-(2,2-dimethyl-[1,3]dioxolan-4-ylmethoxy)-6,6-dimethyl-11-oxo-6,11-dihydro-5H-benzo[b]carbazole-3-carbonitrile), C12(C(=O)CC(CC1)C2(C)C)CS(=O)(=O)O (camphor sulfonic acid). Reactants: NC=1C=C2CC3(C(NC4=NC=CC=C43)=O)CC2=CC1 ((±)-5-amino-1,3-dihydrospiro[indene-2,3′-pyrrolo[2,3-b]pyridin]-2′(1′H)-one), C(=O)(O)[O-].[Na+] (NaHCO3), NC=1C=C2CC3(C(NC4=NC=CC=C43)=O)CC2=CC1 ((±)-5-amino-1,3-dihydrospiro[indene-2,3′-pyrrolo[2,3-b]pyridin]-2′(1′H)-one), 2-dimethylaminomethylene-1,3-bis(dimethylimmonio)propane bis(tetrafluoroborate), C1CCOC1 (THF), Cl (HCl). Run in C(C)(=O)O (acetic acid), C(Cl)(Cl)Cl (CHCl3), C(C)(=O)O (acetic acid). Reaction conditions: time 2 hour. Product: O=C1C2(C=3C(=NC=CC3)N1)CC1=C(C=C3C=C(C=NC3=C1)C=O)C2 ((±)-2′-Oxo-1′,2′,6,8-tetrahydrospiro[cyclopenta[g]quinoline-7,3′-pyrrolo[2,3-b]pyridine]-3-carbaldehyde). Reaction SMILES: [NH2:1][C:2]1[CH:3]=[C:4]2[C:17](=[CH:18][CH:19]=1)[CH2:16][C:6]1([C:14]3[C:9](=[N:10][CH:11]=[CH:12][CH:13]=3)[NH:8][C:7]1=[O:15])[CH2:5]2.[CH2:20]1C[O:23][CH2:22][CH2:21]1.Cl.[C:26]([O-])(O)=O.[Na+]>C(O)(=O)C.C(Cl)(Cl)Cl>[O:15]=[C:7]1[NH:8][C:9]2=[N:10][CH:11]=[CH:12][CH:13]=[C:14]2[C:6]21[CH2:16][C:17]1[CH:18]=[C:19]3[C:2](=[CH:3][C:4]=1[CH2:5]2)[N:1]=[CH:20][C:21]([CH:22]=[O:23])=[CH:26]3 |f:3.4|. Procedure: (±)-5-Amino-1,3-dihydrospiro[indene-2,3′-pyrrolo[2,3-b]pyridin]-2′(1′H)-one (125 mg, 0.500 mmol, described in Intermediate 4) and 2-dimethylaminomethylene-1,3-bis(dimethylimmonio)propane bis(tetrafluoroborate) (266 mg, 0.750 mmol) were suspended in glacial acetic acid and the mixture was heated to reflux for 22 h. The mixture was allowed to cool to ambient temperature before the bulk of the acetic acid was removed in vacuo. THF (3 mL) and 1 N HCl (3 mL, 3 mmol) were added and the mixture was sti... The reactants are C(C)(=O)O (acetic acid), C(C)(C)OC1=NC2=CC=C3C(=C2C(=C1)C(F)(F)F)OCC(N3)CCC ((±)-3,4-dihydro-8-isopropoxy-3-propyl-10-(trifluoromethyl)-2H-[1,4]oxazino[2,3-f]quinoline), [BH4-].[Na+] (NaBH4). Run at time 12 hour. Product: Compound 118, C(C)N1C(COC2=C3C(=CC(=NC3=CC=C21)OC(C)C)C(F)(F)F)CCC ((±)-4-ethyl-3,4-dihydro-8-isopropoxy-3-propyl-10-(trifluoromethyl)-2H-[1,4]oxazino[2,3-f]quinoline). Reaction SMILES: [CH:1]([O:4][C:5]1[CH:14]=[C:13]([C:15]([F:18])([F:17])[F:16])[C:12]2[C:7](=[CH:8][CH:9]=[C:10]3[NH:22][CH:21]([CH2:23][CH2:24][CH3:25])[CH2:20][O:19][C:11]3=2)[N:6]=1)([CH3:3])[CH3:2].[BH4-].[Na+].[C:28](O)(=O)[CH3:29]>>[CH2:28]([N:22]1[C:10]2[C:11](=[C:12]3[C:7](=[CH:8][CH:9]=2)[N:6]=[C:5]([O:4][CH:1]([CH3:3])[CH3:2])[CH:14]=[C:13]3[C:15]([F:18])([F:17])[F:16])[O:19][CH2:20][CH:21]1[CH2:23][CH2:24][CH3:25])[CH3:29] |f:1.2|. Procedure: Compound 118 was prepared according to General Method 6 (EXAMPLE 3) from (±)-3,4-dihydro-8-isopropoxy-3-propyl-10-(trifluoromethyl)-2H-[1,4]oxazino[2,3-f]quinoline (11 mg, 0.03 mmol) and NaBH4 pellets (>10 equiv) in 1 mL acetic acid (0.03 M) stirred at rt for 12 h to afford 9 mg of (±)-4-ethyl-3,4-dihydro-8-isopropoxy-3-propyl-10-(trifluoromethyl)-2H-[1,4]oxazino[2,3-f]quinoline. This material (9 mg, 0.02 mmol) was carried on according to General Method 4 (EXAMPLE 1) by treatment with 4 mL of 1:...